Dataset: the Open Reaction Database (ORD), a public repository of structured organic reaction records. Task: describe an organic reaction: reactants, conditions, products, and yield Starting materials: CO, Cl, NO, O=C1c2ccc(S(=O)(=O)Nc3cccc(O)c3)cc2C(=O)c2cc(S(=O)(=O)Nc3cccc(O)c3)ccc21. The product is O=C1c2cc(S(=O)(=O)Nc3cccc(O)c3)ccc2C(=NO)c2ccc(S(=O)(=O)Nc3cccc(O)c3)cc21. RXN SMILES: [CH3:42][OH:43].[ClH:39].[NH2:40][OH:41].[OH:1][c:2]1[cH:3][c:4]([NH:8][S:9](=[O:10])(=[O:11])[c:12]2[cH:13][c:14]3[c:23]([cH:24][cH:25]2)[C:22](=[O:26])[c:21]2[c:16]([cH:17][c:18]([S:27](=[O:28])(=[O:29])[NH:30][c:31]4[cH:32][c:33]([OH:37])[cH:34][cH:35][cH:36]4)[cH:19][cH:20]2)[C:15]3=[O:38])[cH:5][cH:6][cH:7]1>>[OH:1][c:2]1[cH:3][c:4]([NH:8][S:9](=[O:10])(=[O:11])[c:12]2[cH:13][c:14]3[c:23]([cH:24][cH:25]2)[C:22](=[N:40][OH:41])[c:21]2[c:16]([cH:17][c:18]([S:27](=[O:28])(=[O:29])[NH:30][c:31]4[cH:32][c:33]([OH:37])[cH:34][cH:35][cH:36]4)[cH:19][cH:20]2)[C:15]3=[O:38])[cH:5][cH:6][cH:7]1. The reactants are B(Br)(Br)Br (BBr3), [OH-].[Na+] (NaOH), ClC1=C(C=C2C=CC=C(C2=C1)OC)OC (7-Chloro-1,6-dimethoxynaphthalene), ice water. Solvent: C(Cl)Cl (CH2Cl2), C(Cl)Cl (CH2Cl2). Reaction conditions: time 8 hour. The product is ClC1=C(C=C2C=CC=C(C2=C1)O)O (7-Chloro-1,6-dihydroxynaphthalene). The yield is 87.8%. RXN SMILES: [Cl:1][C:2]1[CH:11]=[C:10]2[C:5]([CH:6]=[CH:7][CH:8]=[C:9]2[O:12]C)=[CH:4][C:3]=1[O:14]C.B(Br)(Br)Br.[OH-].[Na+]>C(Cl)Cl>[Cl:1][C:2]1[CH:11]=[C:10]2[C:5]([CH:6]=[CH:7][CH:8]=[C:9]2[OH:12])=[CH:4][C:3]=1[OH:14] |f:2.3|. Procedure: A 50 ml round bottom flask equipped with magnetic stirring bar was charged with solution of compound 47 (2.0 g, 9.0 mmol) in anhydrous CH2Cl2 (20 ml). Flask was filled in with argon atmosphere and BBr3 (9.0 g, 3.39 ml, 36.0 mmol) was added through a syringe over 5 min. Resultant mixture was magnetically stirred overnight at room temperature. Reaction mixture was carefully poured into ice-water mixture (30 g), diluted with CH2Cl2 and neutralized by addition of 2% NaOH (pH˜6-7). Organic phase was ...